The task is: describe an organic reaction: reactants, conditions, products, and yield. This data is from the Open Reaction Database (ORD), a public repository of structured organic reaction records. Starting materials: C#CCCCCCC, [Cu]I, CCOC(=O)CCNC(=O)N1CCc2cc(I)ccc21. The product is CCCCCCC#Cc1ccc2c(c1)CCN2C(=O)NCCC(=O)OCC. Reaction SMILES: [CH:21]#[C:22][CH2:23][CH2:24][CH2:25][CH2:26][CH2:27][CH3:28].[Cu:29][I:30].[I:1][c:2]1[cH:3][c:4]2[c:8]([cH:9][cH:10]1)[N:7]([C:11](=[O:12])[NH:13][CH2:14][CH2:15][C:16](=[O:17])[O:18][CH2:19][CH3:20])[CH2:6][CH2:5]2>>[c:2]1([C:21]#[C:22][CH2:23][CH2:24][CH2:25][CH2:26][CH2:27][CH3:28])[cH:3][c:4]2[c:8]([cH:9][cH:10]1)[N:7]([C:11](=[O:12])[NH:13][CH2:14][CH2:15][C:16](=[O:17])[O:18][CH2:19][CH3:20])[CH2:6][CH2:5]2.